From a dataset of the Open Reaction Database (ORD), a public repository of structured organic reaction records. describe an organic reaction: reactants, conditions, products, and yield Reactants: ClCCCBr, COc1cc2c(cc1OC)CC(=O)NC=C2. Product: COc1cc2c(cc1OC)CC(=O)N(CCCCl)C=C2. RXN SMILES: [Br:17][CH2:18][CH2:19][CH2:20][Cl:21].[CH3:1][O:2][c:3]1[cH:4][c:5]2[c:6]([cH:13][c:14]1[O:15][CH3:16])[CH2:7][C:8](=[O:12])[NH:9][CH:10]=[CH:11]2>>[CH3:1][O:2][c:3]1[cH:4][c:5]2[c:6]([cH:13][c:14]1[O:15][CH3:16])[CH2:7][C:8](=[O:12])[N:9]([CH2:18][CH2:19][CH2:20][Cl:21])[CH:10]=[CH:11]2. The reactants are Cl.CC1=NC2=C(N1[C@H]1C[C@H](CC1)N)C=CC(=C2)C (cis-3-(2,5-dimethyl-benzoimidazol-1-yl)-cyclopentylamine hydrochloride), BrC=1C=C2C[C@H](CC2=CC1)C=O ((S)-5-bromo-indan-2-carbaldehyde). Yields the product BrC=1C=C2C[C@H](CC2=CC1)CN[C@@H]1C[C@@H](CC1)N1C(=NC2=C1C=CC(=C2)C)C (cis-(S)-(5-Bromo-indan-2-ylmethyl)-[3-(2,5-dimethyl-benzoimidazol-1-yl)-cyclopentyl]-amine). RXN SMILES: Cl.[CH3:2][C:3]1[N:7]([C@@H:8]2[CH2:12][CH2:11][C@H:10]([NH2:13])[CH2:9]2)[C:6]2[CH:14]=[CH:15][C:16]([CH3:18])=[CH:17][C:5]=2[N:4]=1.[Br:19][C:20]1[CH:21]=[C:22]2[C:26](=[CH:27][CH:28]=1)[CH2:25][C@H:24]([CH:29]=O)[CH2:23]2>>[Br:19][C:20]1[CH:21]=[C:22]2[C:26](=[CH:27][CH:28]=1)[CH2:25][C@H:24]([CH2:29][NH:13][C@H:10]1[CH2:11][CH2:12][C@@H:8]([N:7]3[C:6]4[CH:14]=[CH:15][C:16]([CH3:18])=[CH:17][C:5]=4[N:4]=[C:3]3[CH3:2])[CH2:9]1)[CH2:23]2 |f:0.1|. Procedure: This compound was prepared from cis-3-(2,5-dimethyl-benzoimidazol-1-yl)-cyclopentylamine hydrochloride and (S)-5-bromo-indan-2-carbaldehyde using the same reductive amination method described in previous example. 1H-NMR is consistent with the assigned structure. LC-MS showed a single peak, C24H28BrN3 (m/e) calcd 437.1467, obsd 438.1 (M+H). The reactants are ClC1=C(OC2=NC3=C(N2C)C(=CC=C3C(=O)OC)C(CC)CC)C(=CC(=C1)Cl)C (methyl 2-(2,4-dichloro-6-methylphenoxy)-7-(1-ethylpropyl)-1-methyl-1H-benzimidazole-4-carboxylate), [BH4-].[Li+] (lithium borohydride). Solvent: O1CCCC1 (tetrahydrofuran). Conditions: temperature 55 celsius. Product: ClC1=C(OC2=NC3=C(N2C)C(=CC=C3CO)C(CC)CC)C(=CC(=C1)Cl)C ([2-(2,4-Dichloro-6-methylphenoxy)-7-(1-ethylpropyl)-1-methyl-1H-benzimidazol-4-yl]methanol). Isolated yield 98.3%. Reaction SMILES: [Cl:1][C:2]1[CH:27]=[C:26]([Cl:28])[CH:25]=[C:24]([CH3:29])[C:3]=1[O:4][C:5]1[N:9]([CH3:10])[C:8]2[C:11]([CH:19]([CH2:22][CH3:23])[CH2:20][CH3:21])=[CH:12][CH:13]=[C:14]([C:15](OC)=[O:16])[C:7]=2[N:6]=1.[BH4-].[Li+]>O1CCCC1>[Cl:1][C:2]1[CH:27]=[C:26]([Cl:28])[CH:25]=[C:24]([CH3:29])[C:3]=1[O:4][C:5]1[N:9]([CH3:10])[C:8]2[C:11]([CH:19]([CH2:22][CH3:23])[CH2:20][CH3:21])=[CH:12][CH:13]=[C:14]([CH2:15][OH:16])[C:7]=2[N:6]=1 |f:1.2|. Procedure: A mixture of methyl 2-(2,4-dichloro-6-methylphenoxy)-7-(1-ethylpropyl)-1-methyl-1H-benzimidazole-4-carboxylate (1.00 g, 2.30 mmol), lithium borohydride (100 mg, 4.60 mmol) and tetrahydrofuran (20 ml) was heated at 55° C. for 1 h. The reaction mixture was concentrated in vacuo. The residue was diluted with aqueous saturated sodium bicarbonate and extracted with ethyl acetate. The extracts were washed with water, dried over magnesium sulfate and concentrated in vacuo. The residue was purified by c... Starting materials: C(C)(C)(C)[O-].[K+] (potassium tert-butanolate), CS(=O)(=O)OC(CCC1=C(C=CC=C1)[N+](=O)[O-])C1CC1 (1-cyclopropyl-3-(2-nitrophenyl)-propyl methanesulfonate), ice water. Run in CS(=O)C (dimethyl sulfoxide). Reaction conditions: time 3 hour. The product is [N+](=O)([O-])C1=C(C=CC=C1)C1C(C1)C1CC1 (2-(2-nitrophenyl)-bicyclopropane). The yield is 65.0%. Reaction SMILES: CS(O[CH:6]([CH:18]1[CH2:20][CH2:19]1)[CH2:7][CH2:8][C:9]1[CH:14]=[CH:13][CH:12]=[CH:11][C:10]=1[N+:15]([O-:17])=[O:16])(=O)=O.C([O-])(C)(C)C.[K+]>CS(C)=O>[N+:15]([C:10]1[CH:11]=[CH:12][CH:13]=[CH:14][C:9]=1[CH:8]1[CH2:7][CH:6]1[CH:18]1[CH2:20][CH2:19]1)([O-:17])=[O:16] |f:1.2|. Procedure details: The 1-cyclopropyl-3-(2-nitrophenyl)-propyl methanesulfonate is dissolved in 15 ml of dimethyl sulfoxide and 0.28 g of potassium tert-butanolate (2.48 mmol) is added, and stirring is carried out for 3 hours at ambient temperature. The reaction mixture is added to ice-water. Extraction is carried out with ethyl acetate, and the organic phase is dried over sodium sulfate and concentrated by evaporation. Chromatography on silica gel is carried out in order to remove by-products (eluant: ethyl acetat... Starting materials: C(C)(C)(C)OC(=O)N[C@@H]1CC[C@H](CC1)NC=1C(=C(C(=O)OC)C=C(C1)Cl)C (methyl 3-(((trans)-4-((tert -butoxycarbonyl)amino)cyclohexyl)amino)-5-chloro-2-methylbenzoate), C(C)=O (acetaldehyde), C(=O)(O)[O-].[Na+] (NaHCO3), C(C)(=O)O[BH-](OC(C)=O)OC(C)=O.[Na+] (sodium triacetoxyborohydride). Solvent: ClCCCl (1,2-dichloroethane), C(C)(=O)O (acetic acid). Reaction conditions: time 1 hour. Product: C(C)(C)(C)OC(=O)N[C@@H]1CC[C@H](CC1)N(C=1C(=C(C(=O)OC)C=C(C1)Cl)C)CC (methyl 3-(((trans)-4-((tert -butoxycarbonyl)amino)cyclohexyl)(ethyl)amino)-5-chloro-2-methylbenzoate). Yield: 70.8%. Reaction SMILES: [C:1]([O:5][C:6]([NH:8][C@H:9]1[CH2:14][CH2:13][C@H:12]([NH:15][C:16]2[C:17]([CH3:27])=[C:18]([CH:23]=[C:24]([Cl:26])[CH:25]=2)[C:19]([O:21][CH3:22])=[O:20])[CH2:11][CH2:10]1)=[O:7])([CH3:4])([CH3:3])[CH3:2].[CH:28](=O)[CH3:29].C(O[BH-](OC(=O)C)OC(=O)C)(=O)C.[Na+].C([O-])(O)=O.[Na+]>ClCCCl.C(O)(=O)C>[C:1]([O:5][C:6]([NH:8][C@H:9]1[CH2:14][CH2:13][C@H:12]([N:15]([CH2:28][CH3:29])[C:16]2[C:17]([CH3:27])=[C:18]([CH:23]=[C:24]([Cl:26])[CH:25]=2)[C:19]([O:21][CH3:22])=[O:20])[CH2:11][CH2:10]1)=[O:7])([CH3:4])([CH3:3])[CH3:2] |f:2.3,4.5|. Procedure: To a solution of methyl 3-(((trans)-4-((tert -butoxycarbonyl)amino)cyclohexyl)amino)-5-chloro-2-methylbenzoate (330 mg, 0.831 mmol) and acetaldehyde (200 μL, 3.56 mmol) in 1,2-dichloroethane (DCE) (5 mL) was added acetic acid (400 μL) and the mixture was stirred at room temperature for 1 h. The mixture was cooled to 0° C. in an ice bath and sodium triacetoxyborohydride (700 mg, 3.30 mmol) was added (very thick suspension that slowly dissolved). The reaction was allowed to warm to room temperatur... The reactants are [H-].[H-].[H-].[H-].[Li+].[Al+3] (LAH), FC1=CC=C(C=C1)C=1N=C(N2C1C(OCC2)=O)\C=C\C2=CC(=C(C=C2)N2C=NC(=C2)C)OC (1-(4-fluorophenyl)-3-{(E)-2-[3-methoxy-4-(4-methyl-1H-imidazol-1-yl)phenyl]vinyl}-5,6-dihydroimidazo[5,1-c][1,4]oxazin-8-one), C(C)(=O)OCC (Ethyl acetate), O.C([O-])(O)=O.[Na+] (sodium bicarbonate water). The solvent is C1CCOC1 (THF). Reaction conditions: time 40 minute. The product is FC1=CC=C(C=C1)C=1N=C(N(C1CO)CCO)\C=C\C1=CC(=C(C=C1)N1C=NC(=C1)C)OC (2-{4-(4-fluorophenyl)-5-hydroxymethyl-2-{(E)-2-[3-methoxy-4-(4-methyl-1H-imidazol-1-yl)phenyl]vinyl}imidazol-1-yl}ethanol). Isolated yield 104.4%. Reaction SMILES: [H-].[H-].[H-].[H-].[Li+].[Al+3].[F:7][C:8]1[CH:13]=[CH:12][C:11]([C:14]2[N:15]=[C:16](/[CH:24]=[CH:25]/[C:26]3[CH:31]=[CH:30][C:29]([N:32]4[CH:36]=[C:35]([CH3:37])[N:34]=[CH:33]4)=[C:28]([O:38][CH3:39])[CH:27]=3)[N:17]3[CH2:22][CH2:21][O:20][C:19](=[O:23])[C:18]=23)=[CH:10][CH:9]=1.C(OCC)(=O)C.O.C(=O)(O)[O-].[Na+]>C1COCC1>[F:7][C:8]1[CH:9]=[CH:10][C:11]([C:14]2[N:15]=[C:16](/[CH:24]=[CH:25]/[C:26]3[CH:31]=[CH:30][C:29]([N:32]4[CH:36]=[C:35]([CH3:37])[N:34]=[CH:33]4)=[C:28]([O:38][CH3:39])[CH:27]=3)[N:17]([CH2:22][CH2:21][OH:20])[C:18]=2[CH2:19][OH:23])=[CH:12][CH:13]=1 |f:0.1.2.3.4.5,8.9.10|. Procedure details: LAH (10 mg) was added to a solution of 1-(4-fluorophenyl)-3-{(E)-2-[3-methoxy-4-(4-methyl-1H-imidazol-1-yl)phenyl]vinyl}-5,6-dihydroimidazo[5,1-c][1,4]oxazin-8-one (56 mg) in THF (3 mL), and the reaction solution was stirred at room temperature for 40 minutes. Ethyl acetate and saturated sodium bicarbonate water were added to the reaction solution, and the organic layer was separated. The resulting organic layer was dried over anhydrous magnesium sulfate and then concentrated under reduced press...